From a dataset of the Open Reaction Database (ORD), a public repository of structured organic reaction records. describe an organic reaction: reactants, conditions, products, and yield Starting materials: C(C)(=O)N1C(=NCC1)NC1=CC(=NN1C1=CC=C(C=C1)OC)C (1-Acetyl-2[1-(4-methoxyphenyl)-3-methyl-5-pyrazolyl]amino-2-imidazoline), Cl (HCl), Cl (HCl). Solvent: CO (methanol). Product: Cl.COC1=CC=C(C=C1)N1N=C(C=C1NC=1NCCN1)C (2-[1-(4-Methoxyphenyl)-3-methyl-5-pyrazolyl]amino-2-imidazoline HCl). RXN SMILES: C([N:4]1[CH2:8][CH2:7][N:6]=[C:5]1[NH:9][C:10]1[N:14]([C:15]2[CH:20]=[CH:19][C:18]([O:21][CH3:22])=[CH:17][CH:16]=2)[N:13]=[C:12]([CH3:23])[CH:11]=1)(=O)C.[ClH:24]>CO>[ClH:24].[CH3:22][O:21][C:18]1[CH:19]=[CH:20][C:15]([N:14]2[C:10]([NH:9][C:5]3[NH:6][CH2:7][CH2:8][N:4]=3)=[CH:11][C:12]([CH3:23])=[N:13]2)=[CH:16][CH:17]=1 |f:3.4|. Reported procedure: 1-Acetyl-2[1-(4-methoxyphenyl)-3-methyl-5-pyrazolyl]amino-2-imidazoline (13.1 g.) was treated with HCl in methanol as described in Example II to give 7.9 g. of product as the HCl salt, mp 197°-198°. Reactants: C(C)OC=C(C=O)C1=CC=C(C=C1)CCCC (3-ethoxy-2-(p-butylphenyl)acrolein), Cl.C(CCCC)[C@@H]1CC[C@H](CC1)C(=N)N (trans-4-pentylcyclohexanecarboxamidine hydrochloride), C[O-].[Na+] (sodium methylate), [Na] (sodium). Run in CO (methanol), CO (methanol). Product: C(CCCC)[C@@H]1CC[C@H](CC1)C1=NC=C(C=N1)C1=CC=C(C=C1)CCCC (trans-2-(4-pentylcyclohexyl)-5-(p-butylphenyl)pyrimidine). Reaction SMILES: C(O[CH:4]=[C:5]([C:8]1[CH:13]=[CH:12][C:11]([CH2:14][CH2:15][CH2:16][CH3:17])=[CH:10][CH:9]=1)[CH:6]=O)C.Cl.[CH2:19]([C@H:24]1[CH2:29][CH2:28][C@H:27]([C:30]([NH2:32])=[NH:31])[CH2:26][CH2:25]1)[CH2:20][CH2:21][CH2:22][CH3:23].C[O-].[Na+].[Na]>CO>[CH2:19]([C@H:24]1[CH2:25][CH2:26][C@H:27]([C:30]2[N:31]=[CH:4][C:5]([C:8]3[CH:9]=[CH:10][C:11]([CH2:14][CH2:15][CH2:16][CH3:17])=[CH:12][CH:13]=3)=[CH:6][N:32]=2)[CH2:28][CH2:29]1)[CH2:20][CH2:21][CH2:22][CH3:23] |f:1.2,3.4,^1:35|. Procedure: In an analogous manner to that described in Example 3, a mixture of 6.3 g of 3-ethoxy-2-(p-butylphenyl)acrolein, 6.6 g of trans-4-pentylcyclohexanecarboxamidine hydrochloride and 60 ml of absolute methanol is treated with a sodium methylate solution prepared from 1.1 g of sodium in 25 ml of absolute methanol. The reaction duration, working-up and chromatography are as described in Example 3. The pure fractions (in accordance with thin-layer chromatography) resulting in the chromatography are com...